From a dataset of the Open Reaction Database (ORD), a public repository of structured organic reaction records. describe an organic reaction: reactants, conditions, products, and yield Reactants: FC(C=1C=C(OCC(=O)O)C=CC1)(F)F (3-trifluoromethyl-phenoxy-acetic acid), S(=O)(Cl)Cl (thionyl chloride). Reaction conditions: time 1 hour. Product: FC(C=1C=C(OCC(=O)Cl)C=CC1)(F)F (3-trifluoromethyl-phenoxy-acetyl chloride). Reaction SMILES: [F:1][C:2]([F:15])([F:14])[C:3]1[CH:4]=[C:5]([CH:11]=[CH:12][CH:13]=1)[O:6][CH2:7][C:8](O)=[O:9].S(Cl)([Cl:18])=O>>[F:1][C:2]([F:15])([F:14])[C:3]1[CH:4]=[C:5]([CH:11]=[CH:12][CH:13]=1)[O:6][CH2:7][C:8]([Cl:18])=[O:9]. Procedure details: A solution of 6 g of the product of Step B in 36 ml of thionyl chloride was refluxed with stirring for one hour and was evaporated to dryness under reduced pressure to obtain 6.44 g of the desired product which was used as is for the next step. The reactants are CCC(=O)C1=CC=C(C=C1)O (4-hydroxypropiophenone), CsCO3, CC(=O)C (acetone), COC(CBr)=O (methylbromoacetate). Solvent: O (H2O). Yields the product C(C)(=O)OOC1=C(C=C(C=C1)C(C)=O)C (Methyl-[4-(1-oxoethyl)phenoxy] Acetate). Reaction SMILES: C[CH2:2][C:3]([C:5]1[CH:10]=[CH:9][C:8]([OH:11])=[CH:7][CH:6]=1)=[O:4].[CH3:12]C(C)=O.C[O:17][C:18](=[O:21])[CH2:19]Br>O>[C:18]([O:21][O:11][C:8]1[CH:7]=[CH:6][C:5]([C:3](=[O:4])[CH3:2])=[CH:10][C:9]=1[CH3:12])(=[O:17])[CH3:19]. Procedure: A mixture of 4-hydroxypropiophenone (10.0 g, 60.24 mmol), CsCO3 (21.6 g, 66.3 mmol), and acetone (150.0 mL) under an N2 atmosphere was treated with methylbromoacetate (7.26 mL, 78.3 mmol) and the mixture heated to reflux for 4 h. The mixture was then allowed to cool to ambient temperature, diluted with H2O (150 mL) and extracted with CH2Cl2 (2×300 mL). The organic layers were combined, dried with Na2SO4, and the solvent removed in vacuo to provide the title compound (12.75 g, m.p. 64-66° C.). 1H...